Dataset: the Open Reaction Database (ORD), a public repository of structured organic reaction records. Task: describe an organic reaction: reactants, conditions, products, and yield Starting materials: COC1=CC=C2CCNC(C2=C1)=O (3,4-dihydro-7-methoxy-1 (2H)-isoquinolinone), [H-].[Na+] (sodium hydride), Cl.ClCC=1C=NC=CC1 (3-chloromethylpyridine hydrochloride), O (water). The solvent is CN(C=O)C (dimethylformamide), C1(=CC=CC=C1)C (toluene), CN(C=O)C (dimethylformamide). Run at time 15 minute. The product is COC1=CC=C2CCN(C(C2=C1)=O)CC=1C=NC=CC1 (3,4-dihydro-7-methoxy-2-(3-pyridylmethyl)-1 (2H)-isoquinolinone). The yield is 72.7%. RXN SMILES: [H-].[Na+].Cl.Cl[CH2:5][C:6]1[CH:7]=[N:8][CH:9]=[CH:10][CH:11]=1.[CH3:12][O:13][C:14]1[CH:23]=[C:22]2[C:17]([CH2:18][CH2:19][NH:20][C:21]2=[O:24])=[CH:16][CH:15]=1.O>CN(C)C=O.C1(C)C=CC=CC=1>[CH3:12][O:13][C:14]1[CH:23]=[C:22]2[C:17]([CH2:18][CH2:19][N:20]([CH2:5][C:6]3[CH:7]=[N:8][CH:9]=[CH:10][CH:11]=3)[C:21]2=[O:24])=[CH:16][CH:15]=1 |f:0.1,2.3|. Procedure details: To a suspension of 3.70 g of sodium hydride (about 60%) in 80 ml of dimethylformamide was added portionwise 5.30 g of 3-chloromethylpyridine hydrochloride under ice cooling. The mixture was stirred under ice cooling for 15 minutes, and a solution of 4.09 g of 3,4-dihydro-7-methoxy-1 (2H)-isoquinolinone in 30 ml of dimethylformamide was added dropwise in 15 minutes thereto. The mixture was stirred at 10° C. for 1 hour, mixed with water and shaken with toluene. The organic layer was washed with wa... Reactants: C(C)(=O)NC=1C=C2CCC(C2=CC1)=O (5-(Acetylamino)-1-indanone), [OH-].[K+] (KOH), C(CCC)=O (butyraldehyde). The reagents and catalysts are [Pd] (Pd/C). Solvent: CCO (EtOH). Conditions: time 15 minute. Yields the product C(C)(=O)NC=1C=C2CC(C(C2=CC1)=O)CCCC (5-(acetylamino)-2-butyl-1-indanone). Yield: 68.6%. RXN SMILES: [C:1]([NH:4][C:5]1[CH:6]=[C:7]2[C:11](=[CH:12][CH:13]=1)[C:10](=[O:14])[CH2:9][CH2:8]2)(=[O:3])[CH3:2].[OH-].[K+].[CH:17](=O)[CH2:18][CH2:19][CH3:20]>CCO.[Pd]>[C:1]([NH:4][C:5]1[CH:6]=[C:7]2[C:11](=[CH:12][CH:13]=1)[C:10](=[O:14])[CH:9]([CH2:17][CH2:18][CH2:19][CH3:20])[CH2:8]2)(=[O:3])[CH3:2] |f:1.2|. Procedure details: 5-(Acetylamino)-1-indanone (10.0 g, 52.3 mmol) was added to a solution of KOH (87.7%, 0.66 g, 10.3 mmol) in EtOH (200 mL). The resulting suspension was stirred at room temperature while butyraldehyde (6.1 mL, 67.8 mmol) was added dropwise over two minutes. After stirring at room temperature for an additional 15 minutes, the mixture was treated with 10% Pd/C and stirred under a H2 atmosphere (balloon) for 19 hours. The mixture was filtered through a pad of silica gel and the pad washed with EtOAc... The reactants are CC=1OC(=CN1)C1=CC=C(C=C1)NC(=S)N ([4-(2-methyl-oxazol-5-yl)-phenyl]-thiourea), BrC1C(C(CCC1)C1=CC=CC=C1)=O (2-bromo-6-phenyl-cyclohexanone). Solvent: C(C)O (ethanol). The product is CC=1OC(=CN1)C1=CC=C(C=C1)NC=1SC2=C(N1)C(CCC2)C2=CC=CC=C2 ([4-(2-Methyl-oxazol-5-yl)-phenyl]-(4-phenyl-4,5,6,7-tetrahydro-benzothiazol-2-yl)-amine). The yield is 43.8%. As a reaction SMILES: [CH3:1][C:2]1[O:3][C:4]([C:7]2[CH:12]=[CH:11][C:10]([NH:13][C:14]([NH2:16])=[S:15])=[CH:9][CH:8]=2)=[CH:5][N:6]=1.Br[CH:18]1[CH2:23][CH2:22][CH2:21][CH:20]([C:24]2[CH:29]=[CH:28][CH:27]=[CH:26][CH:25]=2)[C:19]1=O>C(O)C>[CH3:1][C:2]1[O:3][C:4]([C:7]2[CH:8]=[CH:9][C:10]([NH:13][C:14]3[S:15][C:26]4[CH2:27][CH2:28][CH2:29][CH:24]([C:20]5[CH:21]=[CH:22][CH:23]=[CH:18][CH:19]=5)[C:25]=4[N:16]=3)=[CH:11][CH:12]=2)=[CH:5][N:6]=1. Procedure: A solution of [4-(2-methyl-oxazol-5-yl)-phenyl]-thiourea (100 mg, 0.43 mmol) and 2-bromo-6-phenyl-cyclohexanone (114 mg, 0.45 mmol) in ethanol (5 mL) was heated to reflux over night. The solvent was removed under reduced pressure and the residue purified on silica gel using methylene chloride and methylene chloride/methanol (19:1 v/v) as eluent to yield the title compound (73 mg, 44%) as a yellow gum. MS ISP (m/e): 388.2 (100%) [(M+H)+]. 1H NMR (DMSO-D6, 300 MHz): δ (ppm)=10.18 (s, 1H), 7.49 (m,... Reactants: Br, CC(=O)O, O=N[O-], N#Cc1cc(F)c(N)c(F)c1, [Na+], O=S(=O)(O)O. The product is N#Cc1cc(F)c(Br)c(F)c1. Reaction SMILES: [BrH:25].[CH3:10][C:11](=[O:12])[OH:13].[N:6]([O-:7])=[O:8].[NH2:14][c:15]1[c:16]([F:24])[cH:17][c:18]([C:19]#[N:20])[cH:21][c:22]1[F:23].[Na+:9].[S:1](=[O:2])(=[O:3])([OH:4])[OH:5]>>[c:15]1([Br:25])[c:16]([F:24])[cH:17][c:18]([C:19]#[N:20])[cH:21][c:22]1[F:23]. The reactants are CCOC(=O)C=CCBr, CCc1ccc(C2=NC(C)(C(C)C)C(=O)N2)nc1, [H-], [Na+], C1CCOC1. Product: CCOC(=O)C=CCN1C(=O)C(C)(C(C)C)N=C1c1ccc(CC)cn1. RXN SMILES: [Br:21][CH2:22][CH:23]=[CH:24][C:25](=[O:26])[O:27][CH2:28][CH3:29].[CH2:3]([CH3:4])[c:5]1[cH:6][cH:7][c:8]([C:11]2=[N:15][C:14]([CH3:16])([CH:17]([CH3:18])[CH3:19])[C:13](=[O:20])[NH:12]2)[n:9][cH:10]1.[H-:1].[Na+:2].[O:30]1[CH2:31][CH2:32][CH2:33][CH2:34]1>>[CH2:3]([CH3:4])[c:5]1[cH:6][cH:7][c:8]([C:11]2=[N:15][C:14]([CH3:16])([CH:17]([CH3:18])[CH3:19])[C:13](=[O:20])[N:12]2[CH2:22][CH:23]=[CH:24][C:25](=[O:26])[O:27][CH2:28][CH3:29])[n:9][cH:10]1. Yields the product C(C)(C)(C)C1=NN(C(=C1)NC1=C(C(=O)OC)C=CC(=C1)Cl)C1=C(C=CC=C1)C (methyl 2-{[3-tert-butyl-1-(2-methylphenyl)-1H-pyrazol-5-yl]amino}-4-chlorobenzoate). Starting materials: C(C)(C)(C)C1=NN(C(=C1)N)C1=C(C=CC=C1)C (3-tert-butyl-1-(2-methylphenyl)-1H-pyrazol-5-amine), BrC1=C(C(=O)OC)C=CC(=C1)Cl (methyl 2-bromo-4-chlorobenzoate). RXN SMILES: [C:1]([C:5]1[CH:9]=[C:8]([NH2:10])[N:7]([C:11]2[CH:16]=[CH:15][CH:14]=[CH:13][C:12]=2[CH3:17])[N:6]=1)([CH3:4])([CH3:3])[CH3:2].Br[C:19]1[CH:28]=[C:27]([Cl:29])[CH:26]=[CH:25][C:20]=1[C:21]([O:23][CH3:24])=[O:22]>>[C:1]([C:5]1[CH:9]=[C:8]([NH:10][C:19]2[CH:28]=[C:27]([Cl:29])[CH:26]=[CH:25][C:20]=2[C:21]([O:23][CH3:24])=[O:22])[N:7]([C:11]2[CH:16]=[CH:15][CH:14]=[CH:13][C:12]=2[CH3:17])[N:6]=1)([CH3:4])([CH3:3])[CH3:2]. Procedure: This compound was prepared using the procedure described in Example 234 and Intermediate C and methyl 2-bromo-4-chlorobenzoate as starting materials. 1H NMR (300 MHz, CD2Cl2) δ 9.33 (s, 1H), 7.84 (d, 1H), 7.20-7.30 (m, 4H), 7.15 (s, 1H), 6.68 (d, 1H), 6.13 (s, 1H), 3.72 (s, 3H), 2.06 (s, 3H), 1.31 (s, 9H). ES-MS m/z 398.3 (MH)+; HPLC RT (min) 4.27.